From a dataset of the Open Reaction Database (ORD), a public repository of structured organic reaction records. describe an organic reaction: reactants, conditions, products, and yield Reactants: C(=O)([O-])[O-].[K+].[K+] (K2CO3), CI (Methyliodide), C(CCC)N1C(NC(C=2N(C=NC12)CC=C)=O)=O (3-butyl-7-(2-propen-1-yl)-3,7-dihydro-1H-purine-2,6-dione), C(=O)([O-])[O-].[Na+].[Na+] (Na2CO3), CI (Methyliodide). Solvent: CN(C)C=O (DMF). Reaction conditions: temperature 35 celsius, time 18 hour. Product: C(CCC)N1C(N(C(C=2N(C=NC12)CC=C)=O)C)=O (3-butyl-1-methyl-7-(2-propen-1-yl)-3,7-dihydro-1H-purine-2,6-dione). Yield: 117.3%. RXN SMILES: [CH2:1]([N:5]1[C:13]2[N:12]=[CH:11][N:10]([CH2:14][CH:15]=[CH2:16])[C:9]=2[C:8](=[O:17])[NH:7][C:6]1=[O:18])[CH2:2][CH2:3][CH3:4].[C:19]([O-])([O-])=O.[Na+].[Na+].CI.C([O-])([O-])=O.[K+].[K+]>CN(C=O)C>[CH2:1]([N:5]1[C:13]2[N:12]=[CH:11][N:10]([CH2:14][CH:15]=[CH2:16])[C:9]=2[C:8](=[O:17])[N:7]([CH3:19])[C:6]1=[O:18])[CH2:2][CH2:3][CH3:4] |f:1.2.3,5.6.7|. Procedure details: A stirred solution of 3-butyl-7-(2-propen-1-yl)-3,7-dihydro-1H-purine-2,6-dione (1.0 g, 4.03 mmol) in anhydrous DMF (10 ml) was treated with Na2CO3 (470 mg, 4.43 mmol) followed by Methyliodide (275 ul, 4.43 mmol). The mixture was heated at 35° C. for 17 hours. K2CO3 (500 mg, 3.6 mmol) and Methyliodide (275 ul, 4.43 mmol) were added and then stirred at 50° C. for a further 18 hours. The reaction mixture was allowed to cool then partitioned between 2M HCl (aq) and EtOAc. The organic layer was sepa... Starting materials: C([O-])([O-])=O.[K+].[K+] (potassium carbonate), O1C(=CC=C1)B(O)O (2-furylboronic acid), C(CCC)OC1=NC=C(C=C1C=1NC(C=2C(N1)=C(N(N2)CCOC)CC)=O)I (5-(2-Butoxy-5-iodo-3-pyridinyl)-3-ethyl-2-(2-methoxyethyl)-2,6-dihydro-7H-pyrazolo[4,3-d]pyrimidin-7-one). Reagents/catalysts: C=1C=CC(=CC1)[P](C=2C=CC=CC2)(C=3C=CC=CC3)[Pd]([P](C=4C=CC=CC4)(C=5C=CC=CC5)C=6C=CC=CC6)([P](C=7C=CC=CC7)(C=8C=CC=CC8)C=9C=CC=CC9)[P](C=1C=CC=CC1)(C=1C=CC=CC1)C=1C=CC=CC1 (Pd(PPh3)4). Run in O1CCOCC1.O (dioxan water). The product is C(CCC)OC1=NC=C(C=C1C=1NC(C=2C(N1)=C(N(N2)CCOC)CC)=O)C=2OC=CC2 (5-[2-Butoxy-5-(2-furyl)-3-pyridinyl]-3-ethyl-2-(2-methoxyethyl)-2,6-dihydro-7H-pyrazolo[4,3-d]pyrimidin-7-one). Isolated yield 69.1%. As a reaction SMILES: C(=O)([O-])[O-].[K+].[K+].[O:7]1[CH:11]=[CH:10][CH:9]=[C:8]1B(O)O.[CH2:15]([O:19][C:20]1[C:25]([C:26]2[NH:27][C:28](=[O:41])[C:29]3[C:30](=[C:32]([CH2:39][CH3:40])[N:33]([CH2:35][CH2:36][O:37][CH3:38])[N:34]=3)[N:31]=2)=[CH:24][C:23](I)=[CH:22][N:21]=1)[CH2:16][CH2:17][CH3:18]>O1CCOCC1.O.C1C=CC([P]([Pd]([P](C2C=CC=CC=2)(C2C=CC=CC=2)C2C=CC=CC=2)([P](C2C=CC=CC=2)(C2C=CC=CC=2)C2C=CC=CC=2)[P](C2C=CC=CC=2)(C2C=CC=CC=2)C2C=CC=CC=2)(C2C=CC=CC=2)C2C=CC=CC=2)=CC=1>[CH2:15]([O:19][C:20]1[C:25]([C:26]2[NH:27][C:28](=[O:41])[C:29]3[C:30](=[C:32]([CH2:39][CH3:40])[N:33]([CH2:35][CH2:36][O:37][CH3:38])[N:34]=3)[N:31]=2)=[CH:24][C:23]([C:8]2[O:7][CH:11]=[CH:10][CH:9]=2)=[CH:22][N:21]=1)[CH2:16][CH2:17][CH3:18] |f:0.1.2,5.6,^1:53,55,74,93|. Reported procedure: Pd(PPh3)4 (46.5 mg, 0.04 mmol) was added to a stirred mixture of potassium carbonate (55 mg, 0.40 mmol), 2-furylboronic acid (54 mg, 0.48 mmol) and the title compound of Example 1 (200 mg, 0.40 mmol) in degassed dioxan/water (10 mL of 4:1 mixture). The mixture was heated at reflux for 2 h and cooled. The solvent was removed in vacuo and the residue triturated with ethyl acetate to give an orange solid. Purification by flash column chromatography (elution with 50:1 dichloromethane/methanol) gave ... Reactants: CCOC(=O)c1nc(-c2ccc(N3CCOCC3)nc2)sc1NC(=O)OC(C)(C)C, CCO, Cl, C1COCCO1. Yields the product CCOC(=O)c1nc(-c2ccc(N3CCOCC3)nc2)sc1N. RXN SMILES: [C:1]([O:2][C:3](=[O:4])[NH:8][c:9]1[c:10]([C:26](=[O:27])[O:28][CH2:29][CH3:30])[n:11][c:12](-[c:14]2[cH:15][n:16][c:17]([N:20]3[CH2:21][CH2:22][O:23][CH2:24][CH2:25]3)[cH:18][cH:19]2)[s:13]1)([CH3:5])([CH3:6])[CH3:7].[CH3:37][CH2:38][OH:39].[ClH:40].[O:31]1[CH2:32][CH2:33][O:34][CH2:35][CH2:36]1>>[NH2:8][c:9]1[c:10]([C:26](=[O:27])[O:28][CH2:29][CH3:30])[n:11][c:12](-[c:14]2[cH:15][n:16][c:17]([N:20]3[CH2:21][CH2:22][O:23][CH2:24][CH2:25]3)[cH:18][cH:19]2)[s:13]1. The reactants are C(C1=CC=CC=C1)N1C=CC2=C1C(N(C(=C2C2=CC=C(C=C2)Cl)C(C(=O)OC)OC(C)(C)C)C)=O (methyl 2-(1-benzyl-4-(4-chlorophenyl)-6-methyl-7-oxo-6,7-dihydro-1H-pyrrolo[2,3-c]pyridin-5-yl)-2-(tert-butoxy)acetate), C1CC(=O)N(C1=O)Br (NBS), O (Water). Run in CN(C=O)C (N,N-Dimethylformamide). Conditions: time 20 minute. Yields the product C(C1=CC=CC=C1)N1C=C(C2=C1C(N(C(=C2C2=CC=C(C=C2)Cl)C(C(=O)OC)OC(C)(C)C)C)=O)Br (methyl 2-(1-benzyl-3-bromo-4-(4-chlorophenyl)-6-methyl-7-oxo-6,7-dihydro-1H-pyrrolo[2,3-c]pyridin-5-yl)-2-(tert-butoxy)acetate). Isolated yield 80.8%. As a reaction SMILES: [CH2:1]([N:8]1[C:12]2[C:13](=[O:35])[N:14]([CH3:34])[C:15]([CH:24]([O:29][C:30]([CH3:33])([CH3:32])[CH3:31])[C:25]([O:27][CH3:28])=[O:26])=[C:16]([C:17]3[CH:22]=[CH:21][C:20]([Cl:23])=[CH:19][CH:18]=3)[C:11]=2[CH:10]=[CH:9]1)[C:2]1[CH:7]=[CH:6][CH:5]=[CH:4][CH:3]=1.C1C(=O)N([Br:43])C(=O)C1.O>CN(C)C=O>[CH2:1]([N:8]1[C:12]2[C:13](=[O:35])[N:14]([CH3:34])[C:15]([CH:24]([O:29][C:30]([CH3:32])([CH3:31])[CH3:33])[C:25]([O:27][CH3:28])=[O:26])=[C:16]([C:17]3[CH:22]=[CH:21][C:20]([Cl:23])=[CH:19][CH:18]=3)[C:11]=2[C:10]([Br:43])=[CH:9]1)[C:2]1[CH:3]=[CH:4][CH:5]=[CH:6][CH:7]=1. Reported procedure: A solution of methyl 2-(1-benzyl-4-(4-chlorophenyl)-6-methyl-7-oxo-6,7-dihydro-1H-pyrrolo[2,3-c]pyridin-5-yl)-2-(tert-butoxy)acetate (480 mg, 0.974 mmol) in N,N-Dimethylformamide (DMF) (1 mL) was treated with NBS (173 mg, 0.974 mmol) and then stirred at room temperature for 20 minutes. Water was added and then mixture was extracted with ethyl acetate. The combined extracts were washed with brine, dried over Na2SO4, filtered and concentrated. The residue was purified on silica gel (0-50% ethyl ac... RXN SMILES: [CH2:1]([c:2]1[cH:3][cH:4][cH:5][cH:6][cH:7]1)[O:8][c:9]1[cH:10][cH:11][c:12]([CH:20]([CH2:21][NH:22][CH2:23][CH2:24][c:25]2[cH:26][cH:27][c:28]([NH:29][C:30]([c:31]3[cH:32][c:33]([S:34]([c:35]4[cH:36][c:37]5[c:38]([c:39]([CH3:40])[cH:41]4)[n:42][cH:43][c:44]([C:45]([NH2:46])=[O:47])[c:48]5[NH:49][c:50]4[cH:51][cH:52][cH:53][c:54]([O:55][CH3:56])[cH:57]4)(=[O:58])=[O:59])[cH:60][cH:61][cH:62]3)=[O:63])[cH:64][cH:65]2)[O:66][Si:67]([CH3:68])([CH3:69])[C:70]([CH3:71])([CH3:72])[CH3:73])[c:13]2[cH:14][cH:15][c:16](=[O:19])[nH:17][c:18]12.[NH2:74][CH2:75][CH2:76][c:77]1[cH:78][cH:79][c:80]([O:81][CH2:82][CH2:83][N:84]([C:85](=[O:86])[c:87]2[cH:88][c:89]([S:93](=[O:94])(=[O:95])[c:96]3[cH:97][c:98]4[c:99]([NH:110][c:111]5[cH:112][c:113]([O:117][CH3:118])[cH:114][cH:115][cH:116]5)[c:100]([C:107](=[O:108])[NH2:109])[cH:101][n:102][c:103]4[c:104]([CH3:106])[cH:105]3)[cH:90][cH:91][cH:92]2)[CH3:119])[cH:120][cH:121]1>>[CH2:1]([c:2]1[cH:3][cH:4][cH:5][cH:6][cH:7]1)[O:8][c:9]1[cH:10][cH:11][c:12]([CH:20]([CH2:21][NH:74][CH2:75][CH2:76][c:77]2[cH:78][cH:79][c:80]([O:81][CH2:82][CH2:83][N:84]([C:85](=[O:86])[c:87]3[cH:88][c:89]([S:93](=[O:94])(=[O:95])[c:96]4[cH:97][c:98]5[c:99]([NH:110][c:111]6[cH:112][c:113]([O:117][CH3:118])[cH:114][cH:115][cH:116]6)[c:100]([C:107](=[O:108])[NH2:109])[cH:101][n:102][c:103]5[c:104]([CH3:106])[cH:105]4)[cH:90][cH:91][cH:92]3)[CH3:119])[cH:120][cH:121]2)[O:66][Si:67]([CH3:68])([CH3:69])[C:70]([CH3:71])([CH3:72])[CH3:73])[c:13]2[cH:14][cH:15][c:16](=[O:19])[nH:17][c:18]12. The reactants are COc1cccc(Nc2c(C(N)=O)cnc3c(C)cc(S(=O)(=O)c4cccc(C(=O)Nc5ccc(CCNCC(O[Si](C)(C)C(C)(C)C)c6ccc(OCc7ccccc7)c7[nH]c(=O)ccc67)cc5)c4)cc23)c1, COc1cccc(Nc2c(C(N)=O)cnc3c(C)cc(S(=O)(=O)c4cccc(C(=O)N(C)CCOc5ccc(CCN)cc5)c4)cc23)c1. Yields the product COc1cccc(Nc2c(C(N)=O)cnc3c(C)cc(S(=O)(=O)c4cccc(C(=O)N(C)CCOc5ccc(CCNCC(O[Si](C)(C)C(C)(C)C)c6ccc(OCc7ccccc7)c7[nH]c(=O)ccc67)cc5)c4)cc23)c1. Reactants: P(=O)(Cl)(Cl)Cl (Phosphorus oxychloride), BrC=1N(C(=NN1)SCC(=O)O)C1=CC=C(C2=CC=CC=C12)C1CC1 (2-(5-bromo-4-(1-cyclopropylnaphthalen-4-yl)-4H-1,2,4-triazol-3-ylthio)acetic acid), OC1[C@H](O)[C@@H](O)[C@H](O1)[C@H](O)CO (D-glucofuranose). Run in N1=CC=CC=C1 (pyridine), N1=CC=CC=C1 (pyridine). Conditions: temperature 0 celsius, time 1 hour. Yields the product BrC=1N(C(=NN1)SCC(=O)OC1C(OC(C1O)O)C(CO)O)C1=CC=C(C2=CC=CC=C12)C1CC1 (2-(1,2-Dihydroxyethyl)-4,5-dihydroxytetrahydrofuran-3-yl 2-(5-bromo-4-(4-cyclopropylnaphthalen-1-yl)-4H-1,2,4-triazol-3-ylthio)acetate). Reaction SMILES: P(Cl)(Cl)(Cl)=O.[Br:6][C:7]1[N:8]([C:17]2[C:26]3[C:21](=[CH:22][CH:23]=[CH:24][CH:25]=3)[C:20]([CH:27]3[CH2:29][CH2:28]3)=[CH:19][CH:18]=2)[C:9]([S:12][CH2:13][C:14]([OH:16])=[O:15])=[N:10][N:11]=1.[OH:30][CH:31]1[O:37][C@H:36]([C@@H:38]([CH2:40][OH:41])[OH:39])[C@H:34](O)[C@H:32]1[OH:33]>N1C=CC=CC=1>[Br:6][C:7]1[N:8]([C:17]2[C:26]3[C:21](=[CH:22][CH:23]=[CH:24][CH:25]=3)[C:20]([CH:27]3[CH2:29][CH2:28]3)=[CH:19][CH:18]=2)[C:9]([S:12][CH2:13][C:14]([O:16][CH:34]2[CH:32]([OH:33])[CH:31]([OH:30])[O:37][CH:36]2[CH:38]([OH:39])[CH2:40][OH:41])=[O:15])=[N:10][N:11]=1. Procedure: Phosphorus oxychloride (2.4 mmol) is added dropwise over 5 mins to a solution of 2-(5-bromo-4-(1-cyclopropylnaphthalen-4-yl)-4H-1,2,4-triazol-3-ylthio)acetic acid (810 mg, 2.0 mmol) in pyridine (20 mL) at 0° C. The mixture is stirred at 0° C. for a further 1 hour and then a solution of 1,2:5,6-Di-O-isopropilydene-□-D-glucofuranose (320 mg, 2.0 mmol) in pyridine (5 mL) is added dropwise over 5 mins. The mixture is stirred at 0° C. for a further 1 hour and 1 hour at 20° C. and then is quenched by ... Reactants: ClC1=NC=CC=C1OC1=CC2=C(NC(=N2)C2=NC=CC=C2)C=C1OC=1C=NC(=CC1)S(=O)(=O)CC (5-(2-Chloropyridin-3-yloxy)-6-(6-ethanesulfonyl-pyridin-3-yloxy)-2-pyridin-2-yl-1H-benzimidazole), N1=C(C=NC=C1)C(=O)O (pyrazine-2-carboxylic acid). Product: ClC1=NC=CC=C1OC1=CC2=C(NC(=N2)C2=NC=CN=C2)C=C1OC=1C=NC(=CC1)S(=O)(=O)CC (5-(2-Chloropyridin-3-yloxy)-6-(6-ethanesulfonyl-pyridin-3-yloxy)-2-pyrazin-2-yl-1H-benzimidazole). Reaction SMILES: [Cl:1][C:2]1[C:7]([O:8][C:9]2[C:23]([O:24][C:25]3[CH:26]=[N:27][C:28]([S:31]([CH2:34][CH3:35])(=[O:33])=[O:32])=[CH:29][CH:30]=3)=[CH:22][C:12]3[NH:13][C:14]([C:16]4[CH:21]=C[CH:19]=[CH:18][N:17]=4)=[N:15][C:11]=3[CH:10]=2)=[CH:6][CH:5]=[CH:4][N:3]=1.[N:36]1C=CN=CC=1C(O)=O>>[Cl:1][C:2]1[C:7]([O:8][C:9]2[C:23]([O:24][C:25]3[CH:26]=[N:27][C:28]([S:31]([CH2:34][CH3:35])(=[O:33])=[O:32])=[CH:29][CH:30]=3)=[CH:22][C:12]3[NH:13][C:14]([C:16]4[CH:21]=[N:36][CH:19]=[CH:18][N:17]=4)=[N:15][C:11]=3[CH:10]=2)=[CH:6][CH:5]=[CH:4][N:3]=1. Reported procedure: The entitled compound was obtained as a colorless solid in the same method as in Example 197 or in accordance with the method or by combining it with an ordinary method but using 4-(2-chloropyridin-3-yloxy)-5-(6-ethanesulfonyl-pyridin-3-yloxy)-benzene-1,2-diamine obtained in Example 242 and pyrazine-2-carboxylic acid. Reactants: ClC1=C(C=C(N)C=C1)C1=NC=CC=C1 (4-chloro-3-(pyridin-2-yl)aniline), NC(CS(=O)(=O)C1=CC=C(C(=O)O)C=C1)=O (4-(2-amino-2-oxoethylsulfonyl)benzoic acid). The product is NC(CS(=O)(=O)C1=CC=C(C(=O)NC2=CC(=C(C=C2)Cl)C2=NC=CC=C2)C=C1)=O (4-(2-amino-2-oxoethylsulfonyl)-N-(4-chloro-3-(pyridin-2-yl)phenyl)benzamide). As a reaction SMILES: [Cl:1][C:2]1[CH:8]=[CH:7][C:5]([NH2:6])=[CH:4][C:3]=1[C:9]1[CH:14]=[CH:13][CH:12]=[CH:11][N:10]=1.[NH2:15][C:16](=[O:30])[CH2:17][S:18]([C:21]1[CH:29]=[CH:28][C:24]([C:25](O)=[O:26])=[CH:23][CH:22]=1)(=[O:20])=[O:19]>>[NH2:15][C:16](=[O:30])[CH2:17][S:18]([C:21]1[CH:29]=[CH:28][C:24]([C:25]([NH:6][C:5]2[CH:7]=[CH:8][C:2]([Cl:1])=[C:3]([C:9]3[CH:14]=[CH:13][CH:12]=[CH:11][N:10]=3)[CH:4]=2)=[O:26])=[CH:23][CH:22]=1)(=[O:19])=[O:20]. Procedure details: 2.5 g of 2-bromoacetamide was reacted with methyl 4-mercaptobenzoate via Procedure Q to afford methyl 4-(2-amino-2-oxoethylthio)benzoate. 2.6 g of methyl 4-(2-amino-2-oxoethylthio)benzoate was reacted via Procedure R to give methyl 4-(2-amino-2-oxoethylsulfonyl)benzoate. 1 g of methyl 4-(2-amino-2-oxoethylsulfonyl)benzoate was hydrolyzed via Procedure M to give 4-(2-amino-2-oxoethylsulfonyl)benzoic acid. 150 mg of 4-chloro-3-(pyridin-2-yl)aniline was coupled to 4-(2-amino-2-oxoethylsulfonyl)benz... The reactants are C(C)OC(=O)N1CCN(CC1)CC(=O)OC (1-ethoxycarbonyl-4-methoxycarbonylmethylpiperazine), COC(N(C)C)OC (dimethylformamide dimethyl acetal), COC(N(C)C)OC (DMFDMA). Run in CN(C)C=O (DMF). Conditions: time 2 day. Product: C(C)OC(=O)N1CCN(CC1)C(=CN(C)C)C(=O)OC (1-ethoxycarbonyl-4-(1-dimethylamino-2-methoxycarbonylethen-2-yl)piperazine). Reaction SMILES: [CH2:1]([O:3][C:4]([N:6]1[CH2:11][CH2:10][N:9]([CH2:12][C:13]([O:15][CH3:16])=[O:14])[CH2:8][CH2:7]1)=[O:5])[CH3:2].CO[CH:19](OC)[N:20]([CH3:22])[CH3:21]>CN(C=O)C>[CH2:1]([O:3][C:4]([N:6]1[CH2:11][CH2:10][N:9]([C:12]([C:13]([O:15][CH3:16])=[O:14])=[CH:19][N:20]([CH3:22])[CH3:21])[CH2:8][CH2:7]1)=[O:5])[CH3:2]. Procedure: To a solution of the product of step (i) (10 g) in dry DMF (80 ml) was added dimethylformamide dimethyl acetal (DMFDMA) (30 ml) and the reaction mixture was heated to reflux. After 2 days a further quantity of DMFDMA (30 ml) was added and refluxing was continued for a further 2 days. The reaction mixture was evaporated and the residue partitioned between aqueous ammonium chloride solution and ethyl acetate. The organic layer was separated, washed with brine, dried (MgSO4) and evaporated. The res...